This data is from the Open Reaction Database (ORD), a public repository of structured organic reaction records. The task is: describe an organic reaction: reactants, conditions, products, and yield The reactants are COC1=C(C=CC=C1)C1=NN(C2=NC=C(C=C21)B2OC(C(O2)(C)C)(C)C)COCC[Si](C)(C)C (3-(2-methoxy-phenyl)-5-(4,4,5,5-tetramethyl-[1,3,2]dioxaborolan-2-yl)-1-(2-trimethylsilanyl-ethoxymethyl)-1H-pyrazolo[3,4-b]pyridine), NC1=C(C(=O)N(C)C)C=C(C=C1)Br (2-amino-5-bromo-N,N-dimethyl-benzamide), C(C)#N (acetonitrile), saturated aqueous solution, C([O-])(O)=O.[Na+] (sodium bicarbonate), crude mixture. Reagents/catalysts: C1=CC=C(C=C1)[PH+](C2=CC=CC=C2)[C]3[CH][CH][CH][CH]3.C1=CC=C(C=C1)[PH+](C2=CC=CC=C2)[C]3[CH][CH][CH][CH]3.C(Cl)Cl.Cl[Pd]Cl.[Fe] (dichloro[1,1′-bis(diphenylphoshino)ferrocene]palladium(II) dichloromethane adduct). Solvent: O (water), ClCCl (dichloromethane). The product is NC1=C(C(=O)N(C)C)C=C(C=C1)C=1C=C2C(=NC1)N(N=C2C2=C(C=CC=C2)OC)COCC[Si](C)(C)C (2-amino-5-[3-(2-methoxy-phenyl)-1-(2-trimethylsilanylethoxymethyl)-1H-pyrazolo[3,4-b]pyridin-5-yl]-N,N-dimethyl-benzamide). Isolated yield 33.3%. RXN SMILES: [CH3:1][O:2][C:3]1[CH:8]=[CH:7][CH:6]=[CH:5][C:4]=1[C:9]1[C:17]2[C:12](=[N:13][CH:14]=[C:15](B3OC(C)(C)C(C)(C)O3)[CH:16]=2)[N:11]([CH2:27][O:28][CH2:29][CH2:30][Si:31]([CH3:34])([CH3:33])[CH3:32])[N:10]=1.[NH2:35][C:36]1[CH:46]=[CH:45][C:44](Br)=[CH:43][C:37]=1[C:38]([N:40]([CH3:42])[CH3:41])=[O:39].C(#N)C.C(=O)(O)[O-].[Na+]>C1C=CC([PH+]([C]2[CH][CH][CH][CH]2)C2C=CC=CC=2)=CC=1.C1C=CC([PH+]([C]2[CH][CH][CH][CH]2)C2C=CC=CC=2)=CC=1.C(Cl)Cl.Cl[Pd]Cl.[Fe].O.ClCCl>[NH2:35][C:36]1[CH:46]=[CH:45][C:44]([C:15]2[CH:16]=[C:17]3[C:9]([C:4]4[CH:5]=[CH:6][CH:7]=[CH:8][C:3]=4[O:2][CH3:1])=[N:10][N:11]([CH2:27][O:28][CH2:29][CH2:30][Si:31]([CH3:34])([CH3:32])[CH3:33])[C:12]3=[N:13][CH:14]=2)=[CH:43][C:37]=1[C:38]([N:40]([CH3:42])[CH3:41])=[O:39] |f:3.4,5.6.7.8.9,^1:60,61,62,63,64,78,79,80,81,82|. Reported procedure: 650 mg (1.35 mmol) of 3-(2-methoxy-phenyl)-5-(4,4,5,5-tetramethyl-[1,3,2]dioxaborolan-2-yl)-1-(2-trimethylsilanyl-ethoxymethyl)-1H-pyrazolo[3,4-b]pyridine, 395 mg (1.62 mmol) 2-amino-5-bromo-N,N-dimethyl-benzamide and 55 mg (67 μmol) of dichloro[1,1′-bis(diphenylphoshino)ferrocene]palladium(II) dichloromethane adduct were placed in a vial. 8 mL of acetonitrile and 8 mL of a saturated aqueous solution of sodium bicarbonate were added. The vial was closed and the mixture irradiated in a Personal C...